describe an organic reaction: reactants, conditions, products, and yield From a dataset of the Open Reaction Database (ORD), a public repository of structured organic reaction records. Reactants: CCCC[N+](CCCC)(CCCC)CCCC, C[Si](C)(C)c1[nH]c2c([N+](=O)[O-])cc(Cl)cc2c1-c1ccccc1, [F-], C1CCOC1, O. The product is O=[N+]([O-])c1cc(Cl)cc2c(-c3ccccc3)c[nH]c12. Reaction SMILES: [CH2:25]([N+:26]([CH2:27][CH2:28][CH2:29][CH3:30])([CH2:31][CH2:32][CH2:33][CH3:34])[CH2:35][CH2:36][CH2:37][CH3:38])[CH2:39][CH2:40][CH3:41].[Cl:1][c:2]1[cH:3][c:4]2[c:5](-[c:18]3[cH:19][cH:20][cH:21][cH:22][cH:23]3)[c:6]([Si:14]([CH3:15])([CH3:16])[CH3:17])[nH:7][c:8]2[c:9]([N+:11](=[O:12])[O-:13])[cH:10]1.[F-:24].[O:42]1[CH2:43][CH2:44][CH2:45][CH2:46]1.[OH2:47]>>[Cl:1][c:2]1[cH:3][c:4]2[c:5](-[c:18]3[cH:19][cH:20][cH:21][cH:22][cH:23]3)[cH:6][nH:7][c:8]2[c:9]([N+:11](=[O:12])[O-:13])[cH:10]1. The reactants are intermediate E, CC(C)(C)OC(NC1C(CCC1)N)=O ((1RS,2SR)-2-aminocyclopentyl-carbamic acid 1,1-dimethylethyl ester), BrCCCCBr (1,4-dibromobutane). Yields the product C(C)(C)(C)OC(N[C@H]1[C@H](CCC1)N1CCCC1)=O (cis-(2-Pyrrolidin-1-yl-cyclopentyl)-carbamic acid tert-butyl ester). Reaction SMILES: [CH3:1][C:2]([O:5][C:6](=[O:14])[NH:7][CH:8]1[CH2:12][CH2:11][CH2:10][CH:9]1[NH2:13])([CH3:4])[CH3:3].Br[CH2:16][CH2:17][CH2:18][CH2:19]Br>>[C:2]([O:5][C:6](=[O:14])[NH:7][C@@H:8]1[CH2:12][CH2:11][CH2:10][C@@H:9]1[N:13]1[CH2:19][CH2:18][CH2:17][CH2:16]1)([CH3:1])([CH3:3])[CH3:4]. Reported procedure: The title compound, brown oil, MS: m/e=255.3 [(M+H)+], was prepared in accordance with the general method of intermediate E from [(1RS,2SR)-2-aminocyclopentyl-carbamic acid 1,1-dimethylethyl ester (CAS 365996-19-6) and 1,4-dibromobutane. Starting materials: C(#N)C1=C(C=CC=C1)C1=CC=C(C=C1)CC(C(=O)OC)C(CCCC)=O (methyl 2-[(2′-cyanobiphenyl-4-yl)methyl]-3-oxoheptanoate), CC1OCCC(C1)NC1=NN=CN1 (N-(2-methyltetrahydro-2H-pyran-4-yl)-4H-1,2,4-triazol-3-amine). Run at temperature 250 celsius, time 20 minute. Product: C(CCC)C1=C(C(N(C=2N1N=CN2)C2CC(OCC2)C)=O)CC2=CC=C(C=C2)C=2C(=CC=CC2)C#N (4′-{[7-butyl-4-(2-methyltetrahydro-2H-pyran-4-yl)-5-oxo-4,5-dihydro[1,2,4]triazolo[1,5-a]pyrimidin-6-yl]methyl}biphenyl-2-carbonitrile). Reaction SMILES: [C:1]([C:3]1[CH:8]=[CH:7][CH:6]=[CH:5][C:4]=1[C:9]1[CH:14]=[CH:13][C:12]([CH2:15][CH:16]([C:21](=O)[CH2:22][CH2:23][CH2:24][CH3:25])[C:17](OC)=[O:18])=[CH:11][CH:10]=1)#[N:2].[CH3:27][CH:28]1[CH2:33][CH:32]([NH:34][C:35]2[NH:39][CH:38]=[N:37][N:36]=2)[CH2:31][CH2:30][O:29]1>>[CH2:22]([C:21]1[N:36]2[N:37]=[CH:38][N:39]=[C:35]2[N:34]([CH:32]2[CH2:31][CH2:30][O:29][CH:28]([CH3:27])[CH2:33]2)[C:17](=[O:18])[C:16]=1[CH2:15][C:12]1[CH:11]=[CH:10][C:9]([C:4]2[C:3]([C:1]#[N:2])=[CH:8][CH:7]=[CH:6][CH:5]=2)=[CH:14][CH:13]=1)[CH2:23][CH2:24][CH3:25]. Reported procedure: A mixture of methyl 2-[(2′-cyanobiphenyl-4-yl)methyl]-3-oxoheptanoate (1.2 g) and N-(2-methyltetrahydro-2H-pyran-4-yl)-4H-1,2,4-triazol-3-amine (0.3 g) was stirred at 250° C. for 20 min under microwave irradiation. The obtained reaction mixture was purified by silica gel column chromatography to give the title compound as a mixture of 4 kinds of isomers (0.49 g, 62%).